Dataset: the Open Reaction Database (ORD), a public repository of structured organic reaction records. Task: describe an organic reaction: reactants, conditions, products, and yield The reactants are OCCC1CC=2C(=C3C=CC(NC3=C(C2)C)=O)O1 (2-(2-Hydroxyethyl)-5-methyl-2,3,6,7-tetrahydrofuro[2,3-f]quinoline-7-one), CO (methanol), N1=CC=CC=C1 (pyridine), CS(=O)(=O)Cl (methanesulfonyl chloride). Solvent: CN(C=O)C (dimethylformamide), O (water). Reaction conditions: time 6 hour. The product is ClCCC1CC=2C(=C3C=CC(NC3=C(C2)C)=O)O1 (2-(2-chloroethyl)-5-methyl-2,3,6,7-tetrahydrofuro[2,3-f]quinoline-7-one). Isolated yield 98.6%. As a reaction SMILES: O[CH2:2][CH2:3][CH:4]1[O:18][C:7]2=[C:8]3[C:13](=[C:14]([CH3:16])[CH:15]=[C:6]2[CH2:5]1)[NH:12][C:11](=[O:17])[CH:10]=[CH:9]3.N1C=CC=CC=1.CS([Cl:29])(=O)=O.CO>CN(C)C=O.O>[Cl:29][CH2:2][CH2:3][CH:4]1[O:18][C:7]2=[C:8]3[C:13](=[C:14]([CH3:16])[CH:15]=[C:6]2[CH2:5]1)[NH:12][C:11](=[O:17])[CH:10]=[CH:9]3. Reported procedure: 2-(2-Hydroxyethyl)-5-methyl-2,3,6,7-tetrahydrofuro[2,3-f]quinoline-7-one (1.65 g) was suspended in dimethylformamide (20 ml). To the suspension, pyridine (20 ml) and methanesulfonyl chloride (1.5 ml) were added thereto, and the mixture was stirred for 6 hours. When the reaction was completed, methanol (20 ml) was added while cooling the mixture on ice, followed by mixing for 20 minutes. Subsequently, the reaction mixture was condensed under reduced pressure, to which water was added and extracte... The reactants are CN(C)C=O, O=C(Cl)C(=O)Cl, C1CCOC1, O=C(O)C1CCN(c2nc(-c3ccccc3)ns2)CC1, c1ccncc1, Nc1noc2ccccc12. The product is O=C(Nc1noc2ccccc12)C1CCN(c2nc(-c3ccccc3)ns2)CC1. As a reaction SMILES: [CH3:48][N:49]([CH3:50])[CH:51]=[O:52].[Cl:21][C:22]([C:23]([Cl:24])=[O:25])=[O:26].[O:43]1[CH2:44][CH2:45][CH2:46][CH2:47]1.[c:1]1(-[c:7]2[n:8][s:9][c:10]([N:12]3[CH2:13][CH2:14][CH:15]([C:18](=[O:19])[OH:20])[CH2:16][CH2:17]3)[n:11]2)[cH:2][cH:3][cH:4][cH:5][cH:6]1.[cH:37]1[cH:38][cH:39][n:40][cH:41][cH:42]1.[o:27]1[n:28][c:29]([NH2:36])[c:30]2[c:31]1[cH:32][cH:33][cH:34][cH:35]2>>[c:1]1(-[c:7]2[n:8][s:9][c:10]([N:12]3[CH2:13][CH2:14][CH:15]([C:18](=[O:20])[NH:36][c:29]4[n:28][o:27][c:31]5[c:30]4[cH:35][cH:34][cH:33][cH:32]5)[CH2:16][CH2:17]3)[n:11]2)[cH:2][cH:3][cH:4][cH:5][cH:6]1. The reactants are CC1(O\C(\C(O1)=O)=C/C(=O)O[Si](C1=CC=CC=C1)(C1=CC=CC=C1)C(C)(C)C)C ((Z)-2,2 dimethyl-5-(t-butyldiphenylsilyloxycarbonylmethylene)-1,3-dioxolan-4-one), C(C)(=O)O (acetic acid), [F-].C(CCC)[N+](CCCC)(CCCC)CCCC (tetrabutylammonium fluoride), solution. The solvent is O1CCCC1 (tetrahydrofuran), C(C)(=O)OCC (ethyl acetate), O1CCCC1 (tetrahydrofuran). Reaction conditions: time 15 minute. The product is CC1(O\C(\C(O1)=O)=C/C(=O)O)C ((Z)-2,2-Dimethyl-5-(carboxymethylene)-1,3-dioxolane-4-one). Yield: 85.2%. As a reaction SMILES: [CH3:1][C:2]1([CH3:29])[O:6][C:5](=[O:7])/[C:4](=[CH:8]/[C:9]([O:11][Si](C(C)(C)C)(C2C=CC=CC=2)C2C=CC=CC=2)=[O:10])/[O:3]1.C(O)(=O)C.[F-].C([N+](CCCC)(CCCC)CCCC)CCC>O1CCCC1.C(OCC)(=O)C>[CH3:1][C:2]1([CH3:29])[O:6][C:5](=[O:7])/[C:4](=[CH:8]/[C:9]([OH:11])=[O:10])/[O:3]1 |f:2.3|. Procedure: A solution of pure (Z)-2,2 dimethyl-5-(t-butyldiphenylsilyloxycarbonylmethylene)-1,3-dioxolan-4-one (2.80 g, 6.82 mmol) in tetrahydrofuran (40 ml) was treated at 22° C. with acetic acid (2 ml) followed by 6.8 ml of a 1 M solution of tetrabutylammonium fluoride in tetrahydrofuran. After 15 minutes at 22° C., the reaction mixture was diluted with ethyl acetate, washed with water, brine and dried (magnesium sulfate). The solvent was concentrated under reduced pressure and the residue was triturated... Reactants: CS(=O)(=O)OCC(CNC(=O)OCC1=CC=CC=C1)NC(=O)OC(C)(C)C (3-{[(benzyloxy)carbonyl]amino}-2-[(tert-butoxycarbonyl)amino]propyl methanesulfonate), [N-]=[N+]=[N-].[Na+] (sodium azide). The solvent is CN(C)C=O (DMF). Conditions: temperature 50 celsius, time 24 hour. Yields the product N(=[N+]=[N-])CC(CNC(OCC1=CC=CC=C1)=O)NC(OC(C)(C)C)=O (benzyl tert-butyl (3-azidopropane-1,2-diyl)biscarbamate). As a reaction SMILES: CS(O[CH2:6][CH:7]([NH:20][C:21]([O:23][C:24]([CH3:27])([CH3:26])[CH3:25])=[O:22])[CH2:8][NH:9][C:10]([O:12][CH2:13][C:14]1[CH:19]=[CH:18][CH:17]=[CH:16][CH:15]=1)=[O:11])(=O)=O.[N-:28]=[N+:29]=[N-:30].[Na+]>CN(C=O)C>[N:28]([CH2:6][CH:7]([NH:20][C:21](=[O:22])[O:23][C:24]([CH3:27])([CH3:26])[CH3:25])[CH2:8][NH:9][C:10](=[O:11])[O:12][CH2:13][C:14]1[CH:19]=[CH:18][CH:17]=[CH:16][CH:15]=1)=[N+:29]=[N-:30] |f:1.2|. Reported procedure: To a solution of 3-{[(benzyloxy)carbonyl]amino}-2-[(tert-butoxycarbonyl)amino]propyl methanesulfonate (20.0 g, 49.7 mmol) in DMF (400 mL) was added sodium azide (8.0 g, 120 mmol). The reaction mixture was heated to 50° C. After 24 hours, the reaction mixture was cooled to ambient temperature and extracted with ethyl acetate. The organic layers were concentrated under reduced pressure to afford benzyl tert-butyl (3-azidopropane-1,2-diyl)biscarbamate. The material was used without purification. MS...